describe an organic reaction: reactants, conditions, products, and yield From a dataset of the Open Reaction Database (ORD), a public repository of structured organic reaction records. The reactants are CC1(COC2CN(C(=O)OC(C)(C)C)C(C(O)C(N)Cc3cccc(OCc4ccccc4)c3)CO2)CCCC1, CC(=O)Cl, CCOC(C)=O, CCN(C(C)C)C(C)C, ClCCl. The product is CC(=O)NC(Cc1cccc(OCc2ccccc2)c1)C(O)C1COC(OCC2(C)CCCC2)CN1C(=O)OC(C)(C)C. As a reaction SMILES: [C:5]([CH3:6])([CH3:7])([CH3:8])[O:9][C:10](=[O:11])[N:12]1[CH2:13][CH:14]([O:37][CH2:38][C:39]2([CH3:44])[CH2:40][CH2:41][CH2:42][CH2:43]2)[O:15][CH2:16][CH:17]1[CH:18]([CH:19]([CH2:20][c:21]1[cH:22][c:23]([O:27][CH2:28][c:29]2[cH:30][cH:31][cH:32][cH:33][cH:34]2)[cH:24][cH:25][cH:26]1)[NH2:35])[OH:36].[CH3:1][C:2]([Cl:3])=[O:4].[CH3:57][CH2:58][O:59][C:60](=[O:61])[CH3:62].[CH:45]([N:46]([CH2:47][CH3:48])[CH:49]([CH3:50])[CH3:51])([CH3:52])[CH3:53].[Cl:54][CH2:55][Cl:56]>>[CH3:1][C:2](=[O:4])[NH:35][CH:19]([CH:18]([CH:17]1[N:12]([C:10]([O:9][C:5]([CH3:6])([CH3:7])[CH3:8])=[O:11])[CH2:13][CH:14]([O:37][CH2:38][C:39]2([CH3:44])[CH2:40][CH2:41][CH2:42][CH2:43]2)[O:15][CH2:16]1)[OH:36])[CH2:20][c:21]1[cH:22][c:23]([O:27][CH2:28][c:29]2[cH:30][cH:31][cH:32][cH:33][cH:34]2)[cH:24][cH:25][cH:26]1. The reactants are CN1C(=O)C2(COc3cc4c(cc32)OCCO4)c2c(Br)cccc21, Brc1cccc2c1C1(CN2)COc2cc3c(cc21)OCCO3. Product: CN1C(=O)C2(COc3cc4c(cc32)OCCO4)c2c(O)cccc21. Reaction SMILES: [Br:1][c:2]1[c:3]2[c:4]([cH:5][cH:6][cH:7]1)[N:8]([CH3:24])[C:9](=[O:23])[C:10]21[CH2:11][O:12][c:13]2[cH:14][c:15]3[c:16]([cH:21][c:22]21)[O:17][CH2:18][CH2:19][O:20]3.[Br:25][c:26]1[cH:27][cH:28][cH:29][c:30]2[c:46]1[C:33]1([CH2:32][NH:31]2)[c:34]2[c:35]([cH:37][c:38]3[c:43]([cH:44]2)[O:42][CH2:41][CH2:40][O:39]3)[O:36][CH2:45]1>>[c:2]1([OH:36])[c:3]2[c:4]([cH:5][cH:6][cH:7]1)[N:8]([CH3:24])[C:9](=[O:23])[C:10]21[CH2:11][O:12][c:13]2[cH:14][c:15]3[c:16]([cH:21][c:22]21)[O:17][CH2:18][CH2:19][O:20]3. Reactants: C(#N)C12CCN(CC1)CC2 (4-cyanoquinuclidine), CO (methanol), Cl.N12CCC(CC1)(CC2)C(=O)O (quinuclidine-4-carboxylic acid hydrochloride). Solvent: O1CCCC1 (tetrahydrofuran). Conditions: time 1 hour. Yields the product N12CCC(CC1)(CC2)C(=O)O ((Quinuclidin-4-yl)carboxylic acid), N12CCC(CC1)(CC2)CO ((Quinuclidin-4-yl)methanol). RXN SMILES: C(C12CCN(CC1)CC2)#N.Cl.[N:12]12[CH2:19][CH2:18][C:15]([C:20]([OH:22])=[O:21])([CH2:16][CH2:17]1)[CH2:14][CH2:13]2.CO>O1CCCC1>[N:12]12[CH2:19][CH2:18][C:15]([C:20]([OH:22])=[O:21])([CH2:16][CH2:17]1)[CH2:14][CH2:13]2.[N:12]12[CH2:19][CH2:18][C:15]([CH2:20][OH:21])([CH2:16][CH2:17]1)[CH2:14][CH2:13]2 |f:1.2|. Procedure: (Quinuclidin-4-yl)carboxylic acid was prepared from 4-cyanoquinuclidine (Oakwood Products) following the procedure of Grob and Renk, Helv. Chim. Acta, 37, 1681 (1954). To a stirred suspension of quinuclidine-4-carboxylic acid hydrochloride (100 mg, 0.523 mmol) in 3 mL of anhydrous tetrahydrofuran at 0° C. was added borane methylsulfide complex (42 mg, 0.553 mmol). The mixture was stirred at room temperature for 1 hr and heated to reflux overnight. The reaction was cooled to 0° C. and carefully t... The reactants are C(CCC)C=1NC2=CC=C(C=C2C(N1)=O)C(C)(C)O (2-butyl-6-(1-hydroxy-1-methylethyl)-4(1H)-quinazolinone), BrC1=CC=C(CBr)C=C1 (4-bromobenzyl bromide), C([O-])([O-])=O.[K+].[K+] (potassium carbonate). Run in CC(=O)C (acetone). Yields the product BrC1=CC=C(C=C1)CN1C(=NC2=CC=C(C=C2C1=O)C(C)(C)O)CCCC (3-[(4-Bromophenyl)methyl]-2-butyl-6-(1-hydroxy-1-methylethyl)-4(3H)-quinazolinone). As a reaction SMILES: [CH2:1]([C:5]1[NH:6][C:7]2[C:12]([C:13](=[O:15])[N:14]=1)=[CH:11][C:10]([C:16]([OH:19])([CH3:18])[CH3:17])=[CH:9][CH:8]=2)[CH2:2][CH2:3][CH3:4].[Br:20][C:21]1[CH:28]=[CH:27][C:24]([CH2:25]Br)=[CH:23][CH:22]=1.C(=O)([O-])[O-].[K+].[K+]>CC(C)=O>[Br:20][C:21]1[CH:28]=[CH:27][C:24]([CH2:25][N:14]2[C:13](=[O:15])[C:12]3[C:7](=[CH:8][CH:9]=[C:10]([C:16]([OH:19])([CH3:18])[CH3:17])[CH:11]=3)[N:6]=[C:5]2[CH2:1][CH2:2][CH2:3][CH3:4])=[CH:23][CH:22]=1 |f:2.3.4|. Reported procedure: To a solution of 1.37 g of 2-butyl-6-(1-hydroxy-1-methylethyl)-4(1H)-quinazolinone in 115 ml of acetone is added 1.58 g of 4-bromobenzyl bromide and 2.18 g of anhydrous potassium carbonate. The resulting suspension is heated to reflux for 16 hours. The reaction mixture is then allowed to cool to room temperature, filtered and the filtrate is concentrated vacuo. The residue is purified by HPLC eluting with ethyl acetate/hexanes (1:3) to provide the desired product. The reactants are O (water), ClC1=CC=C(C=C1)C(CC1=NC=CN=C1)=O (4'-chloro-2-(2-pyrazinyl)-acetophenone), Cl.NO (hydroxylamine hydrochloride), C([O-])([O-])=O.[Na+].[Na+] (sodium carbonate). The solvent is C(C)O (ethanol). The product is ClC1=CC=C(C=C1)C(CC1=NC=CN=C1)=NO (4'-chloro-2-(2-pyrazinyl)-acetophenone oxime). RXN SMILES: [Cl:1][C:2]1[CH:7]=[CH:6][C:5]([C:8](=O)[CH2:9][C:10]2[CH:15]=[N:14][CH:13]=[CH:12][N:11]=2)=[CH:4][CH:3]=1.Cl.[NH2:18][OH:19].C(=O)([O-])[O-].[Na+].[Na+].O>C(O)C>[Cl:1][C:2]1[CH:7]=[CH:6][C:5]([C:8](=[N:18][OH:19])[CH2:9][C:10]2[CH:15]=[N:14][CH:13]=[CH:12][N:11]=2)=[CH:4][CH:3]=1 |f:1.2,3.4.5|. Procedure details: 10 g of 4'-chloro-2-(2-pyrazinyl)-acetophenone, 10 g of hydroxylamine hydrochloride and 12 g of anhydrous sodium carbonate are stirred at 60° in 100 ml of ethanol for 2 hours. The mixture is then treated with water and extracted with ethyl acetate, and the organic phase is dried over sodium sulfate and subsequently concentrated. The residue is crystallized from acetone/n-hexane to yield 4'-chloro-2-(2-pyrazinyl)-acetophenone oxime, m.p. 134°. The reactants are CN(C)C=O, CC(Oc1ccc(-c2ccc(Cl)cc2)cc1)(C(=O)O)C(F)(F)F, O=S(Cl)Cl, c1ccccc1. The product is CC(Oc1ccc(-c2ccc(Cl)cc2)cc1)(C(=O)Cl)C(F)(F)F. RXN SMILES: [CH3:28][N:29]([CH3:30])[CH:31]=[O:32].[Cl:1][c:2]1[cH:3][cH:4][c:5](-[c:8]2[cH:9][cH:10][c:11]([O:12][C:13]([C:14](=[O:15])[OH:16])([C:17]([F:18])([F:19])[F:20])[CH3:21])[cH:22][cH:23]2)[cH:6][cH:7]1.[S:24]([Cl:25])([Cl:26])=[O:27].[cH:33]1[cH:34][cH:35][cH:36][cH:37][cH:38]1>>[Cl:1][c:2]1[cH:3][cH:4][c:5](-[c:8]2[cH:9][cH:10][c:11]([O:12][C:13]([C:14](=[O:15])[Cl:26])([C:17]([F:18])([F:19])[F:20])[CH3:21])[cH:22][cH:23]2)[cH:6][cH:7]1. Starting materials: ClC=1C=CC=2N(N=C3C2C1C(C1=C(C=CC=C13)OCC1=CC=CC=C1)=O)CCNCCO (5-chloro-2-[(2-hydroxyethyl)amino]ethyl-7-(phenylmethoxy)anthra[1,9-cd]-pyrazol-6(2H)-one), ( 4 ), BrCC1=CC=CC=C1 (α-bromotoluene), C([O-])(O)=O.[K+] (potassium bicarbonate), CN(C=O)C (N,N-dimethylformamide). Solvent: O (water). Run at time 18 hour. The product is ClC=1C=CC=2N(N=C3C2C1C(C1=C(C=CC=C13)OCC1=CC=CC=C1)=O)CCN(CC1=CC=CC=C1)CCO (5-Chloro-2-[2-[(2-hydroxyethyl)(phenylmethyl)amino]ethyl]-7-(phenylmethoxy)anthra[1,9-cd]pyrazol-6(2H)-one). As a reaction SMILES: [Cl:1][C:2]1[CH:3]=[CH:4][C:5]2[N:6]([CH2:27][CH2:28][NH:29][CH2:30][CH2:31][OH:32])[N:7]=[C:8]3[C:17]4[C:12](=[C:13]([O:18][CH2:19][C:20]5[CH:25]=[CH:24][CH:23]=[CH:22][CH:21]=5)[CH:14]=[CH:15][CH:16]=4)[C:11](=[O:26])[C:10]=1[C:9]=23.Br[CH2:34][C:35]1[CH:40]=[CH:39][CH:38]=[CH:37][CH:36]=1.C(=O)(O)[O-].[K+].CN(C)C=O>O>[Cl:1][C:2]1[CH:3]=[CH:4][C:5]2[N:6]([CH2:27][CH2:28][N:29]([CH2:30][CH2:31][OH:32])[CH2:34][C:35]3[CH:40]=[CH:39][CH:38]=[CH:37][CH:36]=3)[N:7]=[C:8]3[C:17]4[C:12](=[C:13]([O:18][CH2:19][C:20]5[CH:25]=[CH:24][CH:23]=[CH:22][CH:21]=5)[CH:14]=[CH:15][CH:16]=4)[C:11](=[O:26])[C:10]=1[C:9]=23 |f:2.3|. Procedure details: A mixture of 14.5 g (32.3 mmol) of 5-chloro-2-[2-[(2-hydroxyethyl)]amino]-7-(phenylmethoxy)anthra[1,9-cd]pyrazol-6(2H)-one (5) and its 10-phenylmethoxy isomer (4), ~4:1 respectively by HPLC, 3.9 ml of α-bromotoluene, 6.5 g of potassium bicarbonate, and 140 ml of N,N-dimethylformamide was stirred at room temperature for 18 hr. The mixture was diluted with 500 ml of water and extracted with three 200 ml portions of dichloromethane. The combined organic extracts were washed with water, dried, and c... Starting materials: CC12CCC(=O)NC1=CCC1C2CCC2(C)C(C(=O)O)CCC12, CC(N)(c1ccccc1)c1ccccc1. Yields the product CC(NC(=O)C1CCC2C3CC=C4NC(=O)CCC4(C)C3CCC12C)(c1ccccc1)c1ccccc1. RXN SMILES: [O:1]=[C:2]1[NH:3][C:4]2=[CH:5][CH2:6][CH:7]3[CH:8]4[CH2:9][CH2:10][CH:11]([C:21](=[O:22])[OH:23])[C:12]4([CH3:13])[CH2:14][CH2:15][CH:16]3[C:17]2([CH3:20])[CH2:18][CH2:19]1.[c:24]1([C:30]([CH3:31])([c:32]2[cH:33][cH:34][cH:35][cH:36][cH:37]2)[NH2:38])[cH:25][cH:26][cH:27][cH:28][cH:29]1>>[O:1]=[C:2]1[NH:3][C:4]2=[CH:5][CH2:6][CH:7]3[CH:8]4[CH2:9][CH2:10][CH:11]([C:21](=[O:23])[NH:38][C:30]([c:24]5[cH:25][cH:26][cH:27][cH:28][cH:29]5)([CH3:31])[c:32]5[cH:33][cH:34][cH:35][cH:36][cH:37]5)[C:12]4([CH3:13])[CH2:14][CH2:15][CH:16]3[C:17]2([CH3:20])[CH2:18][CH2:19]1. Reactants: C(#N)C1=C(OC(C(=O)Cl)CCCC)C=C(C=C1)OC1=C(C=C(C=C1)C(F)(F)F)Cl (2-[2-cyano-5-(2-chloro-4-trifluoromethylphenoxy)phenoxy]hexanoyl chloride), C(C1=CC=CO1)N (Furfurylamine). The solvent is C(Cl)Cl (methylene chloride), C(Cl)Cl (methylene chloride). Conditions: temperature -15 celsius. Yields the product C(C1=CC=CO1)NC(C(CCCC)OC1=C(C=CC(=C1)OC1=C(C=C(C=C1)C(F)(F)F)Cl)C#N)=O (N-furfuryl-2-[2-cyano-5-(2-chloro-4-trifluoromethylphenoxy)phenoxy]hexanamide). Reaction SMILES: [CH2:1]([NH2:7])[C:2]1[O:6][CH:5]=[CH:4][CH:3]=1.[C:8]([C:10]1[CH:24]=[CH:23][C:22]([O:25][C:26]2[CH:31]=[CH:30][C:29]([C:32]([F:35])([F:34])[F:33])=[CH:28][C:27]=2[Cl:36])=[CH:21][C:11]=1[O:12][CH:13]([CH2:17][CH2:18][CH2:19][CH3:20])[C:14](Cl)=[O:15])#[N:9]>C(Cl)Cl>[CH2:1]([NH:7][C:14](=[O:15])[CH:13]([O:12][C:11]1[CH:21]=[C:22]([O:25][C:26]2[CH:31]=[CH:30][C:29]([C:32]([F:34])([F:35])[F:33])=[CH:28][C:27]=2[Cl:36])[CH:23]=[CH:24][C:10]=1[C:8]#[N:9])[CH2:17][CH2:18][CH2:19][CH3:20])[C:2]1[O:6][CH:5]=[CH:4][CH:3]=1. Procedure: Furfurylamine (0.015 mole) triethylamine (5 ml) and methylene chloride (50 ml) are charged into a glass reaction vessel equipped with a mechanical stirrer, thermometer and addition funnel. The reaction mixture is cooled to about -15° C. and a solution of 2-[2-cyano-5-(2-chloro-4-trifluoromethylphenoxy)phenoxy]hexanoyl chloride (0.01 mole) in methylene chloride (50 ml) is added dropwise with stirring. After the addition is completed the reaction mixture is allowed to warm to room temperature with...